Dataset: the Open Reaction Database (ORD), a public repository of structured organic reaction records. Task: describe an organic reaction: reactants, conditions, products, and yield Reactants: COC(=O)C12CCCC1CN(Cc1ccccc1)C2, O=C(Cl)OCc1ccccc1, ClCCl. The product is COC(=O)C12CCCC1CN(C(=O)OCc1ccccc1)C2. Reaction SMILES: [CH3:12][O:13][C:14](=[O:15])[C:16]12[CH2:17][N:18]([CH2:24][c:25]3[cH:26][cH:27][cH:28][cH:29][cH:30]3)[CH2:19][CH:20]1[CH2:21][CH2:22][CH2:23]2.[Cl:1][C:2](=[O:3])[O:4][CH2:5][c:6]1[cH:7][cH:8][cH:9][cH:10][cH:11]1.[Cl:31][CH2:32][Cl:33]>>[C:2](=[O:3])([O:4][CH2:5][c:6]1[cH:7][cH:8][cH:9][cH:10][cH:11]1)[N:18]1[CH2:17][C:16]2([C:14]([O:13][CH3:12])=[O:15])[CH:20]([CH2:19]1)[CH2:21][CH2:22][CH2:23]2. Reactants: [Cl-].O[NH3+] (hydroxylammonium chloride), C(O)([O-])=O.[Na+] (sodium hydrogen carbonate), CS(=O)C (dimethyl sulfoxide), OC(C(OC1=CC=C(C=C1)N1C(=NC(=C(C1=O)CC1=CC=C(C=C1)C=1C(=CC=CC1)C#N)CCC)C)(C)C)(C)C (4′-({1-[4-(2-hydroxy-1,1,2-trimethylpropoxy)phenyl]-2-methyl-6-oxo-4-propyl-1,6-dihydropyrimidin-5-yl}methyl)biphenyl-2-carbonitrile). The solvent is O (water), C(C)(=O)OCC (ethyl acetate). Conditions: temperature 40 celsius, time 30 minute. Product: OC(C(OC1=CC=C(C=C1)N1C(=NC(=C(C1=O)CC1=CC=C(C=C1)C1=C(C=CC=C1)C1=NOC(N1)=O)CCC)C)(C)C)(C)C (3-[4-(2-hydroxy-1,1,2-trimethylpropoxy)phenyl]-2-methyl-5-{[2′-(5-oxo-4,5-dihydro-1,2,4-oxadiazol-3-yl)biphenyl-4-yl]methyl}-6-propylpyrimidin-4(3H)-one). Isolated yield 73.2%. As a reaction SMILES: [Cl-].O[NH3+:3].[C:4](=[O:7])([O-])[OH:5].[Na+].CS(C)=O.[OH:13][C:14]([CH3:52])([CH3:51])[C:15]([CH3:50])([CH3:49])[O:16][C:17]1[CH:22]=[CH:21][C:20]([N:23]2[C:28](=[O:29])[C:27]([CH2:30][C:31]3[CH:36]=[CH:35][C:34]([C:37]4[C:38]([C:43]#[N:44])=[CH:39][CH:40]=[CH:41][CH:42]=4)=[CH:33][CH:32]=3)=[C:26]([CH2:45][CH2:46][CH3:47])[N:25]=[C:24]2[CH3:48])=[CH:19][CH:18]=1>O.C(OCC)(=O)C>[OH:13][C:14]([CH3:51])([CH3:52])[C:15]([CH3:50])([CH3:49])[O:16][C:17]1[CH:22]=[CH:21][C:20]([N:23]2[C:28](=[O:29])[C:27]([CH2:30][C:31]3[CH:36]=[CH:35][C:34]([C:37]4[CH:42]=[CH:41][CH:40]=[CH:39][C:38]=4[C:43]4[NH:3][C:4](=[O:7])[O:5][N:44]=4)=[CH:33][CH:32]=3)=[C:26]([CH2:45][CH2:46][CH3:47])[N:25]=[C:24]2[CH3:48])=[CH:19][CH:18]=1 |f:0.1,2.3|. Procedure: A mixture of hydroxylammonium chloride (1.70 g), sodium hydrogen carbonate (2.62 g) and dimethyl sulfoxide (10 mL) was stirred at 40° C. for 30 min, 4′-({1-[4-(2-hydroxy-1,1,2-trimethylpropoxy)phenyl]-2-methyl-6-oxo-4-propyl-1,6-dihydropyrimidin-5-yl}methyl)biphenyl-2-carbonitrile (0.96 g) was added, and the mixture was stirred at 90° C. for 18 hr. The reaction mixture was allowed to cool to room temperature, ethyl acetate and water were added, and the mixture was extracted with ethyl acetate. T... The reactants are NC1=C(C=CC=C1)NC(=O)[C@H]1CN(CCC1)C(=O)OC(C)(C)C ((R)-tert-Butyl 3-(2-aminophenylcarbamoyl)piperidine-1-carboxylate), C(C)(=O)O (acetic acid), resultant solution. Solvent: C1(=CC=CC=C1)C (Toluene). The product is N1C(=NC2=C1C=CC=C2)[C@H]2CN(CCC2)C(=O)OC(C)(C)C ((R)-tert-Butyl 3-(1H-benzo[d]imidazol-2-yl)piperidine-1-carboxylate). As a reaction SMILES: [NH2:1][C:2]1[CH:7]=[CH:6][CH:5]=[CH:4][C:3]=1[NH:8][C:9]([C@@H:11]1[CH2:16][CH2:15][CH2:14][N:13]([C:17]([O:19][C:20]([CH3:23])([CH3:22])[CH3:21])=[O:18])[CH2:12]1)=O.C(O)(=O)C>C1(C)C=CC=CC=1>[NH:8]1[C:3]2[CH:4]=[CH:5][CH:6]=[CH:7][C:2]=2[N:1]=[C:9]1[C@@H:11]1[CH2:16][CH2:15][CH2:14][N:13]([C:17]([O:19][C:20]([CH3:23])([CH3:22])[CH3:21])=[O:18])[CH2:12]1. Reported procedure: (R)-tert-Butyl 3-(2-aminophenylcarbamoyl)piperidine-1-carboxylate (7A) (2.80 g, 8.77 mmol) was added to a 100 mL round-bottomed flask equipped for stirring under nitrogen. Glacial acetic acid (20 mL) was then added and the resultant solution was stirred at 65° C. under nitrogen for 2 hr. Analysis of the reaction mixture at this time by LC/MS indicated that the reaction was complete. The reaction solution was then concentrated in-vacuo to give a brownish oil. Toluene (30 mL) was added and the sub... Starting materials: O=C([O-])[O-], CCCCO, CC(C)C(=O)c1ccc(OCCCCl)cc1, Cl, Fc1ccc(NC(c2ccc(F)cc2)C2CCNCC2)cc1, [I-], [K+], [K+], [Na+]. Yields the product Cl, Cl, CC(C)C(=O)c1ccc(OCCCN2CCC(C(Nc3ccc(F)cc3)c3ccc(F)cc3)CC2)cc1. Reaction SMILES: [C:39](=[O:40])([O-:41])[O-:42].[CH2:48]([OH:49])[CH2:50][CH2:51][CH3:52].[Cl:23][CH2:24][CH2:25][CH2:26][O:27][c:28]1[cH:29][cH:30][c:31]([C:34]([CH:35]([CH3:36])[CH3:37])=[O:38])[cH:32][cH:33]1.[ClH:47].[F:1][c:2]1[cH:3][cH:4][c:5]([NH:8][CH:9]([CH:10]2[CH2:11][CH2:12][NH:13][CH2:14][CH2:15]2)[c:16]2[cH:17][cH:18][c:19]([F:22])[cH:20][cH:21]2)[cH:6][cH:7]1.[I-:46].[K+:43].[K+:44].[Na+:45]>>[ClH:23].[ClH:47].[F:1][c:2]1[cH:3][cH:4][c:5]([NH:8][CH:9]([CH:10]2[CH2:11][CH2:12][N:13]([CH2:24][CH2:25][CH2:26][O:27][c:28]3[cH:29][cH:30][c:31]([C:34]([CH:35]([CH3:36])[CH3:37])=[O:38])[cH:32][cH:33]3)[CH2:14][CH2:15]2)[c:16]2[cH:17][cH:18][c:19]([F:22])[cH:20][cH:21]2)[cH:6][cH:7]1.